This data is from the Open Reaction Database (ORD), a public repository of structured organic reaction records. The task is: describe an organic reaction: reactants, conditions, products, and yield Starting materials: FC(C1=CC=C(C(N)=S)C=C1)(F)F (4-trifluoromethylbenzthioamide), COC(CBr)OC (bromoacetaldehyde dimethyl acetal). The reagents and catalysts are Cl (hydrochloric acid). The solvent is C(C)O (ethanol). Product: FC(C1=CC=C(C=C1)C=1SC=CN1)(F)F (2-(4-trifluoromethylphenyl)thiazole). Isolated yield 60.0%. As a reaction SMILES: [F:1][C:2]([F:13])([F:12])[C:3]1[CH:11]=[CH:10][C:6]([C:7](=[S:9])[NH2:8])=[CH:5][CH:4]=1.CO[CH:16](OC)[CH2:17]Br>Cl.C(O)C>[F:13][C:2]([F:12])([F:1])[C:3]1[CH:11]=[CH:10][C:6]([C:7]2[S:9][CH:16]=[CH:17][N:8]=2)=[CH:5][CH:4]=1. Procedure: A stirred solution of 5.0 grams (0.024 mole) of 4-trifluoromethylbenzthioamide, 4.4 grams (0.026 mole) of bromoacetaldehyde dimethyl acetal, and 4 drops of concentrated hydrochloric acid in 50 ml of ethanol was heated at reflux for 18 hours. After this time the reaction mixture was subjected to column chromatography on silica gel. Elution was accomplished using 20% ethyl acetate in hexane. The appropriate fractions were combined and concentrated under reduced pressure, yielding 3.3 grams of 2-(4... Reactants: C(=O)[O-].[NH4+] (ammonium formate), ClC1=CC(=C(N=N1)C)OC=1C(=NC=CC1)N (3-(6-Chloro-3-methylpyridazin-4-yloxy)pyridin-2-amine). Reagents/catalysts: [Pd] (Pd/C). Solvent: CO (MeOH). Run at temperature 65 celsius. The product is CC=1N=NC=CC1OC=1C(=NC=CC1)N (3-(3-methylpyridazin-4-yloxy)pyridin-2-amine). Yield: 72.0%. As a reaction SMILES: Cl[C:2]1[N:7]=[N:6][C:5]([CH3:8])=[C:4]([O:9][C:10]2[C:11]([NH2:16])=[N:12][CH:13]=[CH:14][CH:15]=2)[CH:3]=1.C([O-])=O.[NH4+]>[Pd].CO>[CH3:8][C:5]1[N:6]=[N:7][CH:2]=[CH:3][C:4]=1[O:9][C:10]1[C:11]([NH2:16])=[N:12][CH:13]=[CH:14][CH:15]=1 |f:1.2|. Reported procedure: 3-(6-Chloro-3-methylpyridazin-4-yloxy)pyridin-2-amine (3.0 g, 12.7 mmol) was charged with MeOH (150 mL). Pd/C (0.67 g, 0.63 mmol) was added followed by ammonium formate (2.23 g, 35.5 mmol). The mixture was heated at 65° C. overnight. The solution was cooled and filtered through GF/F paper. The filtrate was concentrated and the residue was dissolved in dichloromethane and saturated NaHCO3. The organic layer was separated and the aqueous layer was extracted twice with dichloromethane. The combined... Reactants: N (ammonia), P(=O)(Cl)(Cl)Cl (Phosphorous oxychloride), CN(C)C=O (DMF), CC(C(C)(C)C)=O (Pinacolone). Run at time 2 hour. Yields the product ClC(=CC=O)C(C)(C)C (3-Chloro-4,4-dimethylpent-2-enal). The yield is 79.8%. RXN SMILES: P(Cl)(Cl)([Cl:3])=O.CN([CH:9]=[O:10])C.[CH3:11][C:12](=O)[C:13]([CH3:16])([CH3:15])[CH3:14].N>>[Cl:3][C:12]([C:13]([CH3:16])([CH3:15])[CH3:14])=[CH:11][CH:9]=[O:10]. Reported procedure: Phosphorous oxychloride (18.77 mL, 200 mmol) was added dropwise to DMF (30.8 mL, 400 mmol) at 0-5° C. for 30 min. Pinacolone (10 g, 100 mmol) was added dropwise to the reaction mixture at the same temperature for 30 min. The mixture was allowed to rt and stirred for 2 h. The reaction mixture was poured into ice cold water and basified with ammonia solution. The solution was extracted with chloroform (3×200 mL) and the combined chloroform layer was washed with water, brine and dried over sodium s...